From a dataset of the Open Reaction Database (ORD), a public repository of structured organic reaction records. describe an organic reaction: reactants, conditions, products, and yield Product: Cc1oc(Br)cc1CO. Reactants: [Al+3], COC(=O)c1cc(Br)oc1C, Cl, [H-], [H-], [H-], [H-], [Li+], C1CCOC1, O. As a reaction SMILES: [Al+3:13].[Br:1][c:2]1[cH:3][c:4]([C:8](=[O:9])[O:10][CH3:11])[c:5]([CH3:7])[o:6]1.[ClH:18].[H-:12].[H-:15].[H-:16].[H-:17].[Li+:14].[O:20]1[CH2:21][CH2:22][CH2:23][CH2:24]1.[OH2:19]>>[Br:1][c:2]1[cH:3][c:4]([CH2:8][OH:9])[c:5]([CH3:7])[o:6]1. Reactants: C(C=C)C1=C(C(=CC=C1)C1=C(C=CC=C1Cl)Cl)O (3-allyl-2′,6′-dichloro-1,1′-biphenyl-2-ol). The reagents and catalysts are CC#N.CC#N.Cl[Pd]Cl (bis(acetonitrile)dichloropalladium). The solvent is ClCCl (dichloromethane). The product is ClC1=C(C(=CC=C1)Cl)C=1C(=C(C=CC1)\C=C\C)O (2′,6′-dichloro-3-[(1E)-prop-1-enyl]-1,1′-biphenyl-2-ol). Isolated yield 96.1%. Reaction SMILES: [CH2:1]([C:4]1[CH:9]=[CH:8][CH:7]=[C:6]([C:10]2[C:15]([Cl:16])=[CH:14][CH:13]=[CH:12][C:11]=2[Cl:17])[C:5]=1[OH:18])[CH:2]=[CH2:3]>ClCCl.CC#N.CC#N.Cl[Pd]Cl>[Cl:16][C:15]1[CH:14]=[CH:13][CH:12]=[C:11]([Cl:17])[C:10]=1[C:6]1[C:5]([OH:18])=[C:4](/[CH:1]=[CH:2]/[CH3:3])[CH:9]=[CH:8][CH:7]=1 |f:2.3.4|. Procedure: A mixture of 3-allyl-2′,6′-dichloro-1,1′-biphenyl-2-ol (2.922 g, 10.47 mmol) and bis(acetonitrile)dichloropalladium (II) (136 mg, 0.523 mmol) in anhydrous dichloromethane was heated to reflux under nitrogen for 1 hour. The cooled reaction mixture was then concentrated to a small volume under reduced pressure and directly pre-adsorbed onto silica gel. Purification by flash chromatography using a solvent gradient of 2 to 7.5% ethyl acetate in hexane gave 2.81 g (96%) of 2′,6′-dichloro-3-[(1E)-prop... Starting materials: OC1(Cn2cncn2)CCCCC1=Cc1ccc(Cl)cc1, O=C(OO)c1cccc(Cl)c1, ClCCl, O. Product: OC1(Cn2cncn2)CCCCC12OC2c1ccc(Cl)cc1. RXN SMILES: [Cl:1][c:2]1[cH:3][cH:4][c:5]([CH:6]=[C:7]2[C:8]([OH:13])([CH2:14][n:15]3[n:16][cH:17][n:18][cH:19]3)[CH2:9][CH2:10][CH2:11][CH2:12]2)[cH:20][cH:21]1.[Cl:22][c:23]1[cH:24][cH:25][cH:26][c:27]([C:28]([O:29][OH:31])=[O:30])[cH:32]1.[Cl:34][CH2:35][Cl:36].[OH2:33]>>[Cl:1][c:2]1[cH:3][cH:4][c:5]([CH:6]2[C:7]3([C:8]([OH:13])([CH2:14][n:15]4[n:16][cH:17][n:18][cH:19]4)[CH2:9][CH2:10][CH2:11][CH2:12]3)[O:30]2)[cH:20][cH:21]1. Reactants: CC(C[C@@H](CNCC(=O)OC(C)(C)C)NC(=O)OCC1=CC=CC=C1)C ((S)-N-[4-methyl-2-[[(phenylmethoxy)carbonyl]amino]pentyl]glycine, 1,1-dimethylethyl ester), P(O)(O)O (phosphorous acid). Reagents/catalysts: [Pd] (palladium on carbon). Solvent: CCOCC (ether), CO (methanol). Product: N[C@H](CNCC(=O)OC(C)(C)C)CC(C)C ((S)-N-(2-amino-4-methylpentyl)-glycine, 1,1-dimethylethyl ester). Yield: 93.3%. Reaction SMILES: [CH3:1][CH:2]([CH3:26])[CH2:3][C@H:4]([NH:15]C(OCC1C=CC=CC=1)=O)[CH2:5][NH:6][CH2:7][C:8]([O:10][C:11]([CH3:14])([CH3:13])[CH3:12])=[O:9].P(O)(O)O>CO.[Pd].CCOCC>[NH2:15][C@@H:4]([CH2:3][CH:2]([CH3:26])[CH3:1])[CH2:5][NH:6][CH2:7][C:8]([O:10][C:11]([CH3:12])([CH3:13])[CH3:14])=[O:9]. Procedure: A solution of 17.43 g of (S)-N-[4-methyl-2-[[(phenylmethoxy)carbonyl]amino]pentyl]glycine, 1,1-dimethylethyl ester in 150 ml of methanol is reduced at 25°, 50 psi using 1 g of 20% palladium on carbon as the catalyst. The filtered solution is treated with 7.84 g of phosphorous acid in 10 ml of ether and the solvent removed under reduced pressure. The residue is partitioned between ether and 10% sodium hydroxide. The aqueous phase is washed five times with ether and the combined ether washes are w... Starting materials: OC1CC(OC2=C(C(=C(C(=C12)C)O)C)C)(C)COC1=CC=C(CC2C(NC(S2)=O)=O)C=C1 (5-[4-(4,6-dihydroxy-2,5,7,8-tetramethylchroman-2-ylmethoxy)benzyl]thiazolidine-2,4-dione), C1(=CC=C(C=C1)S(=O)(=O)O)C (p-toluenesulfonic acid), C1=CC=CC=C1 (benzene). Run in CN(C=O)C (dimethylformamide). Product: OC=1C(=C2C=CC(OC2=C(C1C)C)(C)COC1=CC=C(CC2C(NC(S2)=O)=O)C=C1)C (5-[4-(6-Hydroxy-2,5,7,8-tetramethyl-2H-chromen-2-yl-methoxy)benzyl]thiazolidine-2,4-dione). Reaction SMILES: O[CH:2]1[C:11]2[C:6](=[C:7]([CH3:15])[C:8]([CH3:14])=[C:9]([OH:13])[C:10]=2[CH3:12])[O:5][C:4]([CH2:17][O:18][C:19]2[CH:32]=[CH:31][C:22]([CH2:23][CH:24]3[S:28][C:27](=[O:29])[NH:26][C:25]3=[O:30])=[CH:21][CH:20]=2)([CH3:16])[CH2:3]1.C1(C)C=CC(S(O)(=O)=O)=CC=1.C1C=CC=CC=1>CN(C)C=O>[OH:13][C:9]1[C:10]([CH3:12])=[C:11]2[C:6](=[C:7]([CH3:15])[C:8]=1[CH3:14])[O:5][C:4]([CH2:17][O:18][C:19]1[CH:32]=[CH:31][C:22]([CH2:23][CH:24]3[S:28][C:27](=[O:29])[NH:26][C:25]3=[O:30])=[CH:21][CH:20]=1)([CH3:16])[CH:3]=[CH:2]2. Procedure: A mixture of 140 mg of 5-[4-(4,6-dihydroxy-2,5,7,8-tetramethylchroman-2-ylmethoxy)benzyl]thiazolidine-2,4-dione (prepared as described in Example 30), 10 mg of p-toluenesulfonic acid, 10 ml of benzene and 0.5 ml of dimethylformamide was heated under reflux for 1 hour. The reaction solution was cooled, washed with a saturated aqueous solution of sodium bicarbonate and then with water and dried over anhydrous sodium sulfate. The solvent was distilled off under reduced pressure and the residue was ... Starting materials: C1NCCC2=C1SC1=NC3=C(N12)C=CC=C3 (1,2,3,4-Tetrahydropyrido[4',3':4,5]thiazolo[3,2-a]benzimidazole), N1=CC=CC=C1 (pyridine), C(CCC)(=O)Cl (butyryl chloride), C([O-])(O)=O.[Na+] (sodium bicarbonate). Run in C(Cl)(Cl)Cl (chloroform). Run at time 24 hour. Yields the product C(CCC)(=O)N1CC2=C(N3C(=NC4=C3C=CC=C4)S2)CC1 (2-butyryl-1,2,3,4-tetrahydropyrido[4',3':4,5]thiazolo[3,2-a]benzimidazole). As a reaction SMILES: [CH2:1]1[C:6]2[S:7][C:8]3[N:12]([C:5]=2[CH2:4][CH2:3][NH:2]1)[C:11]1[CH:13]=[CH:14][CH:15]=[CH:16][C:10]=1[N:9]=3.N1C=CC=CC=1.[C:23](Cl)(=[O:27])[CH2:24][CH2:25][CH3:26].C(=O)(O)[O-].[Na+]>C(Cl)(Cl)Cl>[C:23]([N:2]1[CH2:3][CH2:4][C:5]2[N:12]3[C:11]4[CH:13]=[CH:14][CH:15]=[CH:16][C:10]=4[N:9]=[C:8]3[S:7][C:6]=2[CH2:1]1)(=[O:27])[CH2:24][CH2:25][CH3:26] |f:3.4|. Procedure details: 1,2,3,4-Tetrahydropyrido[4',3':4,5]thiazolo[3,2-a]benzimidazole (2.29 g., 0.01 mole) in 100 ml. of pyridine at 0° is treated with 1.06 g. (0.01 mole) butyryl chloride. After 24 hours at 5°, the mixture is stripped to a slurry, shaken with sodium bicarbonate and chloroform. Drying and evaporation of the organic solvents gives a solid which is recrystallized from methanol to give pure 2-butyryl-1,2,3,4-tetrahydropyrido[4',3':4,5]thiazolo[3,2-a]benzimidazole. Starting materials: N#Cc1cccc(Oc2ncccc2C(=O)O)c1, Cc1cnc(CN)cn1, O=S(Cl)Cl, c1ccncc1. The product is Cc1cnc(CNC(=O)c2cccnc2Oc2cccc(C#N)c2)cn1. As a reaction SMILES: [C:1](#[N:2])[c:3]1[cH:4][c:5]([O:6][c:7]2[c:8]([C:9](=[O:10])[OH:11])[cH:12][cH:13][cH:14][n:15]2)[cH:16][cH:17][cH:18]1.[CH3:23][c:24]1[n:25][cH:26][c:27]([CH2:30][NH2:31])[n:28][cH:29]1.[S:19]([Cl:20])([Cl:21])=[O:22].[cH:32]1[cH:33][cH:34][n:35][cH:36][cH:37]1>>[C:1](#[N:2])[c:3]1[cH:4][c:5]([O:6][c:7]2[c:8]([C:9](=[O:11])[NH:31][CH2:30][c:27]3[cH:26][n:25][c:24]([CH3:23])[cH:29][n:28]3)[cH:12][cH:13][cH:14][n:15]2)[cH:16][cH:17][cH:18]1.